Dataset: the Open Reaction Database (ORD), a public repository of structured organic reaction records. Task: describe an organic reaction: reactants, conditions, products, and yield Reactants: N1C=C(C2=CC=CC=C12)C1=NC2=CC=CC=C2C(=C1)C(=O)O (2-(3-indolyl)-4-quinolinecarboxylic acid), C(C)#N (acetonitrile), [N+](=[N-])=C (diazomethane). Solvent: CCOCC (ether). Reaction conditions: time 1 hour. Product: COC(=O)C1=CC(=NC2=CC=CC=C12)C1=CNC2=CC=CC=C12 (methyl-2-(3-indolyl)-4-quinolinecarboxylate). Isolated yield 95.0%. RXN SMILES: [NH:1]1[C:9]2[C:4](=[CH:5][CH:6]=[CH:7][CH:8]=2)[C:3]([C:10]2[CH:19]=[C:18]([C:20]([OH:22])=[O:21])[C:17]3[C:12](=[CH:13][CH:14]=[CH:15][CH:16]=3)[N:11]=2)=[CH:2]1.[C:23](#N)C.[N+](=C)=[N-]>CCOCC>[CH3:23][O:21][C:20]([C:18]1[C:17]2[C:12](=[CH:13][CH:14]=[CH:15][CH:16]=2)[N:11]=[C:10]([C:3]2[C:4]3[C:9](=[CH:8][CH:7]=[CH:6][CH:5]=3)[NH:1][CH:2]=2)[CH:19]=1)=[O:22]. Procedure: To a 10 mL pear-shaped flask was added 2-(3-indolyl)-4-quinolinecarboxylic acid (1 mmol) and 2 mL of acetonitrile followed by a solution of diazomethane (5 mmol) in 2 mL of ether. The reaction mixture was stirred for 1 h and the solvent removed in vacuo to give methyl-2-(3-indolyl)-4-quinolinecarboxylate (95-100% yield). The reactants are O1CCOC12CCN(CC2)C=2C=C1CC3C(=NNC(C3)=O)C1=CC2 (2,4,4a,5-tetrahydro-7-(1,4-dioxa-8-azaspiro[4,5]dec-8-yl)-3H-indeno[1,2-c]pyridazin-3-one), N1(C=NC=C1)C=1C=C2CC=3C(=NNC(C3)=O)C2=CC1 (2,5-dihydro-7-(1H-imidazol-1-yl)-3H-indeno[1,2-c]pyridazin-3-one). Product: OC1CCN(CC1)C=1C=C2CC3C(=NNC(C3)=O)C2=CC1 (2,4,4a,5-tetrahydro-7-(4-hydroxy-1-piperidinyl)-3H-indeno-[1,2-c]pyridazine-3-one). Reaction SMILES: O1[C:5]2([CH2:10][CH2:9][N:8]([C:11]3[CH:12]=[C:13]4[C:22](=[CH:23][CH:24]=3)[C:16]3=[N:17][NH:18][C:19](=[O:21])[CH2:20][CH:15]3[CH2:14]4)[CH2:7][CH2:6]2)[O:4]CC1.N1(C2C=C3C(=CC=2)C2=NNC(=O)C=C2C3)C=CN=C1>>[OH:4][CH:5]1[CH2:6][CH2:7][N:8]([C:11]2[CH:12]=[C:13]3[C:22](=[CH:23][CH:24]=2)[C:16]2=[N:17][NH:18][C:19](=[O:21])[CH2:20][CH:15]2[CH2:14]3)[CH2:9][CH2:10]1. Procedure: 2,4,4a,5-tetrahydro-7-(1,4-dioxa-8-azaspiro[4,5]dec-8-yl)-3H-indeno[1,2-c]pyridazin-3-one, and 2,5-dihydro-7-(1H-imidazol-1-yl)-3H-indeno[1,2-c]pyridazin-3-one. Reactants: NC1=NC2=C(C=3C=C(C=NC13)CCC1=CC=C(C=C1)O)C=CC(=C2)C (4-(2-(5-amino-8-methylbenzo[f][1,7]naphthyridin-2-yl)ethyl)phenol), BrCCC(C)C (1-bromo-3-methylbutane). The product is C(CC(C)C)OC1=CC=C(CCC=2C=NC3=C(N=C4C(=C3C2)C=CC(=C4)C)N)C=C1 (2-(4-(Isopentyloxy)phenethyl)-8-methylbenzo[f][1,7]naphthyridin-5-amine). As a reaction SMILES: [NH2:1][C:2]1[C:11]2[N:10]=[CH:9][C:8]([CH2:12][CH2:13][C:14]3[CH:19]=[CH:18][C:17]([OH:20])=[CH:16][CH:15]=3)=[CH:7][C:6]=2[C:5]2[CH:21]=[CH:22][C:23]([CH3:25])=[CH:24][C:4]=2[N:3]=1.Br[CH2:27][CH2:28][CH:29]([CH3:31])[CH3:30]>>[CH2:27]([O:20][C:17]1[CH:16]=[CH:15][C:14]([CH2:13][CH2:12][C:8]2[CH:9]=[N:10][C:11]3[C:6]([CH:7]=2)=[C:5]2[CH:21]=[CH:22][C:23]([CH3:25])=[CH:24][C:4]2=[N:3][C:2]=3[NH2:1])=[CH:19][CH:18]=1)[CH2:28][CH:29]([CH3:31])[CH3:30]. Reported procedure: 2-(4-(Isopentyloxy)phenethyl)-8-methylbenzo[f][1,7]naphthyridin-5-amine was prepared from 4-(2-(5-amino-8-methylbenzo[f][1,7]naphthyridin-2-yl)ethyl)phenol (from Example 170) following the procedure described for Example 136, but using 1-bromo-3-methylbutane. 1H NMR (Acetone-d6): δ 8.72 (s, 1H), 8.69 (s, 1H), 8.26 (d, 1H), 7.43 (s, 1H), 7.12-7.18 (m, 3H), 6.84 (d, 2H), 6.50 (br, 2H), 3.98 (t, 2H), 3.21 (t, 2H), 3.06 (t, 2H), 2.46 (s, 3H), 1.78-1.87 (m, 1H), 1.61-1.67 (dd, 2H), 0.96 (s, 3H), 0.95... Starting materials: C1(CCCC1)NC1=NC(=NC(=C1C)C)NCC1=NC=CC=C1 (N4-cyclopentyl-5,6-dimethyl-N2-(pyridin-2-ylmethyl)pyrimidine-2,4-diamine), ClC1=C(C=CC=C1)N ((2-chlorophenyl)amine). Yields the product ClC1=C(C=CC=C1)NC1=NC(=NC(=C1C)C)NCC1=NC=CC=C1 (N4-(2-chlorophenyl)-5,6-dimethyl-N2-(pyridin-2-ylmethyl)pyrimidine-2,4-diamine). Reaction SMILES: [CH:1]1([NH:6][C:7]2[C:12]([CH3:13])=[C:11]([CH3:14])[N:10]=[C:9]([NH:15][CH2:16][C:17]3[CH:22]=[CH:21][CH:20]=[CH:19][N:18]=3)[N:8]=2)[CH2:5][CH2:4][CH2:3][CH2:2]1.[Cl:23][C:24]1C=CC=CC=1N>>[Cl:23][C:24]1[CH:2]=[CH:3][CH:4]=[CH:5][C:1]=1[NH:6][C:7]1[C:12]([CH3:13])=[C:11]([CH3:14])[N:10]=[C:9]([NH:15][CH2:16][C:17]2[CH:22]=[CH:21][CH:20]=[CH:19][N:18]=2)[N:8]=1. Procedure details: The titled compound was synthesized according to the procedure described for preparation of N4-cyclopentyl-5,6-dimethyl-N2-(pyridin-2-ylmethyl)pyrimidine-2,4-diamine (Example 29) using (2-chlorophenyl)amine instead of cyclopentanamine. The crude material was purified by column chromatography eluting with mixture of chloroform/ethanol/20% water solution of ammonia (200:10:1), and then the final product was washed with diethyl ether to afford the titled compound as a white solid. 1H NMR (300 MHz, ... The reactants are O1C2=C(C=C1)C=CC=C2 (Benzo[b]furan), BrC=1C=CC(=C(C=O)C1)Cl (5-bromo-2-chlorobenzaldehyde). Product: O1C2=C(C=C1CC1=C(C=CC(=C1)Br)Cl)C=CC=C2 (1-(Benzo[b]furan-2-ylmethyl)-5-bromo-2-chlorobenzene). As a reaction SMILES: [O:1]1[CH:5]=[CH:4][C:3]2[CH:6]=[CH:7][CH:8]=[CH:9][C:2]1=2.[Br:10][C:11]1[CH:12]=[CH:13][C:14]([Cl:19])=[C:15]([CH:18]=1)[CH:16]=O>>[O:1]1[C:5]([CH2:16][C:15]2[CH:18]=[C:11]([Br:10])[CH:12]=[CH:13][C:14]=2[Cl:19])=[CH:4][C:3]2[CH:6]=[CH:7][CH:8]=[CH:9][C:2]1=2. Procedure: Benzo[b]furan and 5-bromo-2-chlorobenzaldehyde obtained in Reference Example 16-(1) were treated in a manner similar to Reference Example 7 to give the target compound. The reactants are CCOC(C)=O, CCOC(=O)C=CCC1OC1(C)C1C(OC)C(OC(=O)NC2CCCCC2)CCC12CO2, O=[Pt]. The product is CCOC(=O)CCCC1OC1(C)C1C(OC)C(OC(=O)NC2CCCCC2)CCC12CO2. As a reaction SMILES: [CH3:33][CH2:34][O:35][C:36](=[O:37])[CH3:38].[CH:1]1([NH:7][C:8](=[O:9])[O:10][CH:11]2[CH:12]([O:31][CH3:32])[CH:13]([C:19]3([CH3:30])[O:20][CH:21]3[CH2:22][CH:23]=[CH:24][C:25](=[O:26])[O:27][CH2:28][CH3:29])[C:14]3([CH2:15][O:16]3)[CH2:17][CH2:18]2)[CH2:2][CH2:3][CH2:4][CH2:5][CH2:6]1.[Pt:39]=[O:40]>>[CH:1]1([NH:7][C:8](=[O:9])[O:10][CH:11]2[CH:12]([O:31][CH3:32])[CH:13]([C:19]3([CH3:30])[O:20][CH:21]3[CH2:22][CH2:23][CH2:24][C:25](=[O:26])[O:27][CH2:28][CH3:29])[C:14]3([CH2:15][O:16]3)[CH2:17][CH2:18]2)[CH2:2][CH2:3][CH2:4][CH2:5][CH2:6]1. Yields the product COc1ccc(-c2csc(NS(=O)(=O)c3ccc(C)cc3)n2)cc1C. RXN SMILES: [BrH:1].[CH3:2][O:3][c:4]1[c:5]([CH3:16])[cH:6][c:7](-[c:10]2[n:11][c:12]([NH2:15])[s:13][cH:14]2)[cH:8][cH:9]1.[ClH:28].[c:17]1([CH3:27])[cH:18][cH:19][c:20]([S:23](=[O:24])(=[O:25])[Cl:26])[cH:21][cH:22]1.[cH:29]1[cH:30][cH:31][n:32][cH:33][cH:34]1>>[CH3:2][O:3][c:4]1[c:5]([CH3:16])[cH:6][c:7](-[c:10]2[n:11][c:12]([NH:15][S:23]([c:20]3[cH:19][cH:18][c:17]([CH3:27])[cH:22][cH:21]3)(=[O:24])=[O:25])[s:13][cH:14]2)[cH:8][cH:9]1. Starting materials: Br, COc1ccc(-c2csc(N)n2)cc1C, Cl, Cc1ccc(S(=O)(=O)Cl)cc1, c1ccncc1.